Dataset: the Open Reaction Database (ORD), a public repository of structured organic reaction records. Task: describe an organic reaction: reactants, conditions, products, and yield Reaction SMILES: O.[OH-].[Li+].[C:4]([O:8][C:9]([NH:11][C:12]1[CH:13]=[CH:14][C:15]([O:24][CH2:25][O:26][CH2:27][CH3:28])=[C:16]([CH:18]=[CH:19][C:20]([O:22]C)=[O:21])[CH:17]=1)=[O:10])([CH3:7])([CH3:6])[CH3:5].P([O-])([O-])([O-])=O>O1CCCC1.CO.O>[C:4]([O:8][C:9]([NH:11][C:12]1[CH:13]=[CH:14][C:15]([O:24][CH2:25][O:26][CH2:27][CH3:28])=[C:16]([CH:18]=[CH:19][C:20]([OH:22])=[O:21])[CH:17]=1)=[O:10])([CH3:6])([CH3:7])[CH3:5] |f:0.1.2|. Procedure: 2.53 g (0.06 mol) of lithium hydroxide monohydrate was added at 0° C. to a solution of 6.3 g (0.018 mol) of methyl 3-(5-tert.butoxycarbonylamino-2-ethoxymethoxyphenyl)acrylate from step D in 50 mL of tetrahydrofuran, 15 mL of methanol and 30 mL of water. The mixture was allowed to agitate 24 hours at 60° C. The reaction mixture was then poured onto a phosphate buffer solution (pH 7.0) and extracted with ethyl acetate, and the organic phase was washed with a saturated aqueous sodium chloride solu... Product: C(C)(C)(C)OC(=O)NC=1C=CC(=C(C1)C=CC(=O)O)OCOCC (3-(5-tert.butoxycarbonylamino-2-ethoxymethoxyphenyl)acrylic acid). Starting materials: O.[OH-].[Li+] (lithium hydroxide monohydrate), C(C)(C)(C)OC(=O)NC=1C=CC(=C(C1)C=CC(=O)OC)OCOCC (methyl 3-(5-tert.butoxycarbonylamino-2-ethoxymethoxyphenyl)acrylate), P(=O)([O-])([O-])[O-] (phosphate). Conditions: temperature 60 celsius, time 24 hour. The solvent is O1CCCC1 (tetrahydrofuran), CO (methanol), O (water). Reactants: C, CCO, COc1ccc2nc(Cl)cc(CCNC(C)=O)c2c1, [Pd]. The product is COc1ccc2nccc(CCNC(C)=O)c2c1. As a reaction SMILES: [C:23].[CH3:20][CH2:21][OH:22].[Cl:1][c:2]1[n:3][c:4]2[cH:5][cH:6][c:7]([O:18][CH3:19])[cH:8][c:9]2[c:10]([CH2:12][CH2:13][NH:14][C:15]([CH3:16])=[O:17])[cH:11]1.[Pd:24]>>[cH:2]1[n:3][c:4]2[cH:5][cH:6][c:7]([O:18][CH3:19])[cH:8][c:9]2[c:10]([CH2:12][CH2:13][NH:14][C:15]([CH3:16])=[O:17])[cH:11]1. Starting materials: C12(CC3CC(CC(C1)C3)C2)CCN (2-adamantan-1-yl-ethylamine), C(=S)(N1C=NC=C1)N1C=NC=C1 (1,1'-thiocarbonyl-diimidazole). The solvent is C(Cl)Cl (CH2Cl2), N#N (N2). Reaction conditions: time 12 hour. The product is N(=C=S)CCC12CC3CC(CC(C1)C3)C2 (1-(2-isothiocyanato-ethyl)-adamantane). Isolated yield 88.9%. As a reaction SMILES: [C:1]12([CH2:11][CH2:12][NH2:13])[CH2:10][CH:5]3[CH2:6][CH:7]([CH2:9][CH:3]([CH2:4]3)[CH2:2]1)[CH2:8]2.[C:14](N1C=CN=C1)(N1C=CN=C1)=[S:15]>C(Cl)Cl.N#N>[N:13]([CH2:12][CH2:11][C:1]12[CH2:8][CH:7]3[CH2:6][CH:5]([CH2:4][CH:3]([CH2:9]3)[CH2:2]1)[CH2:10]2)=[C:14]=[S:15]. Procedure: 2-adamantan-1-yl-ethylamine (380 mg, 2.12 mmol) was dissolved in CH2Cl2 (10 ml) under a dry atmosphere of N2. To this solution was added 1,1'-thiocarbonyl-diimidazole (420 mg, 2.12 mmol). After stirring at ambient temperature for 12 hours, the solution was partitioned between 0.1 N HCl and CH2Cl2. The CH2Cl2 layer was washed with water, then saturated NaHCO3 solution and finally brine. The CH2Cl2 layer was dried over MgSO4, filtered and concentrated under vacuum to give 417 mg of a yellow solid.... Reactants: O=C([O-])O, CCNC(=O)N(Cc1ccccc1)NC(=O)OC(C)(C)C, ClCCl, [Na+], O=C(O)C(F)(F)F. Yields the product CCNC(=O)N(N)Cc1ccccc1. As a reaction SMILES: [C:22](=[O:23])([OH:24])[O-:25].[CH2:1]([c:2]1[cH:3][cH:4][cH:5][cH:6][cH:7]1)[N:8]([NH:9][C:10]([O:11][C:12]([CH3:13])([CH3:14])[CH3:15])=[O:16])[C:17](=[O:18])[NH:19][CH2:20][CH3:21].[Cl:34][CH2:35][Cl:36].[Na+:26].[OH:27][C:28]([C:29]([F:30])([F:31])[F:32])=[O:33]>>[CH2:1]([c:2]1[cH:3][cH:4][cH:5][cH:6][cH:7]1)[N:8]([NH2:9])[C:17](=[O:18])[NH:19][CH2:20][CH3:21]. The reactants are COc1cc(COc2nn(C)cc2CO)ccc1OCc1nc(-c2ccccc2)oc1C, C1CCOC1. The product is COc1cc(COc2nn(C)cc2C=O)ccc1OCc1nc(-c2ccccc2)oc1C. As a reaction SMILES: [CH3:1][O:2][c:3]1[cH:4][c:5]([CH2:6][O:7][c:8]2[n:9][n:10]([CH3:15])[cH:11][c:12]2[CH2:13][OH:14])[cH:16][cH:17][c:18]1[O:19][CH2:20][c:21]1[n:22][c:23](-[c:27]2[cH:28][cH:29][cH:30][cH:31][cH:32]2)[o:24][c:25]1[CH3:26].[O:33]1[CH2:34][CH2:35][CH2:36][CH2:37]1>>[CH3:1][O:2][c:3]1[cH:4][c:5]([CH2:6][O:7][c:8]2[n:9][n:10]([CH3:15])[cH:11][c:12]2[CH:13]=[O:14])[cH:16][cH:17][c:18]1[O:19][CH2:20][c:21]1[n:22][c:23](-[c:27]2[cH:28][cH:29][cH:30][cH:31][cH:32]2)[o:24][c:25]1[CH3:26]. The reactants are 62.5, C(CCC)[Li] (butyllithium), C(C)#N (acetonitrile), C12C(CCC2C1)=O (bicyclo[3.1.0]hexan-2-one), O1CCCC1 (tetrahydrofuran), O1CCCC1 (tetrahydrofuran). Run in CCCCCC (hexane). Run at time 5 minute. Yields the product OC(C#N)C1C2CC2CC1 (2-hydroxy-2-(bicyclo[3.1.0]hex-2-yl)acetonitrile). As a reaction SMILES: [C:1](#[N:3])[CH3:2].[O:4]1CCCC1.C([Li])CCC.[CH:14]12[CH2:19][CH:18]1[CH2:17][CH2:16][C:15]2=O>CCCCCC>[OH:4][CH:2]([CH:15]1[CH2:16][CH2:17][CH:18]2[CH:14]1[CH2:19]2)[C:1]#[N:3]. Procedure: In this preparation 10 ml. of acetonitrile is stirred in 300 ml. of anhydrous tetrahydrofuran, under nitrogen, and cooled to -70° C. 62.5 Ml. (0.1 mole) of 1.6 M butyllithium, in hexane, is added dropwise at a controlled rate such that the temperature of the mixture does not exceed -50° C. The mixture is then stirred for 5 minutes and 0.1 mole of bicyclo[3.1.0]hexan-2-one (J. Org. Chem., v. 22, 1146 (1957)) in 60 ml. of anhydrous tetrahydrofuran is added dropwise and the mixture then allowed to ... Starting materials: BrN1C(CCC1=O)=O (N-bromosuccinimide), C(C1=CC=CC=C1)(=O)OOC(C1=CC=CC=C1)=O (benzoyl peroxide), C(C)(=O)O[C@H]1[C@@H](O[C@@H]([C@H]([C@@H]1OC(C)=O)OC(C)=O)COC(C)=O)C1=C(C=CC(=C1)C)OCC ((1S)-2,3,4,6-tetra-O-acetyl-1,5-anhydro-1-(2-ethoxy-5-methylphenyl)-D-glucitol). Run in C(Cl)(Cl)(Cl)Cl (carbon tetrachloride), C(Cl)(Cl)Cl (chloroform). The product is C(C)(=O)O[C@H]1[C@@H](O[C@@H]([C@H]([C@@H]1OC(C)=O)OC(C)=O)COC(C)=O)C1=C(C=CC(=C1)CBr)OCC ((1S)-2,3,4,6-tetra-O-acetyl-1,5-anhydro-1-[5-(bromomethyl)-2-ethoxyphenyl]-D-glucitol). Isolated yield 32.4%. RXN SMILES: [Br:1]N1C(=O)CCC1=O.C(OOC(=O)C1C=CC=CC=1)(=O)C1C=CC=CC=1.[C:27]([O:30][C@@H:31]1[C@@H:36]([O:37][C:38](=[O:40])[CH3:39])[C@H:35]([O:41][C:42](=[O:44])[CH3:43])[C@@H:34]([CH2:45][O:46][C:47](=[O:49])[CH3:48])[O:33][C@H:32]1[C:50]1[CH:55]=[C:54]([CH3:56])[CH:53]=[CH:52][C:51]=1[O:57][CH2:58][CH3:59])(=[O:29])[CH3:28]>C(Cl)(Cl)(Cl)Cl.C(Cl)(Cl)Cl>[C:27]([O:30][C@@H:31]1[C@@H:36]([O:37][C:38](=[O:40])[CH3:39])[C@H:35]([O:41][C:42](=[O:44])[CH3:43])[C@@H:34]([CH2:45][O:46][C:47](=[O:49])[CH3:48])[O:33][C@H:32]1[C:50]1[CH:55]=[C:54]([CH2:56][Br:1])[CH:53]=[CH:52][C:51]=1[O:57][CH2:58][CH3:59])(=[O:29])[CH3:28]. Reported procedure: N-bromosuccinimide (1.7 g) and benzoyl peroxide (0.1 g) were added to a solution of (1S)-2,3,4,6-tetra-O-acetyl-1,5-anhydro-1-(2-ethoxy-5-methylphenyl)-D-glucitol (3.7 g) in carbon tetrachloride (30.0 ml) and the mixture was refluxed with heating for one hour. The reaction mixture was diluted with chloroform and the diluted product was washed with saturated aqueous solution of sodium hydrogencarbonate, saturated aqueous solution of sodium thiosulfate, and saturated brine in that order and dried ... Reactants: O=C(O)C(F)(F)F, [K+], O=[N+]([O-])[O-], NC(=O)c1ccc(N)nc1, [Na+], [OH-], O. Yields the product NC(=O)c1cnc(N)c([N+](=O)[O-])c1. RXN SMILES: [F:19][C:20]([F:21])([F:22])[C:23]([OH:24])=[O:25].[K+:15].[N+:11](=[O:12])([O-:13])[O-:14].[NH2:1][c:2]1[n:3][cH:4][c:5]([C:6](=[O:7])[NH2:8])[cH:9][cH:10]1.[Na+:18].[OH-:17].[OH2:16]>>[NH2:1][c:2]1[n:3][cH:4][c:5]([C:6](=[O:7])[NH2:8])[cH:9][c:10]1[N+:11](=[O:12])[O-:13]. The reactants are ester, COC(C1=C(C=C(C=C1C)F)I)=O (4-fluoro-2-iodo-6-methyl-benzoic acid methyl ester), BrNC(CCC(=O)N)=O (N-bromosuccinamide), C(C1=CC=CC=C1)(=O)OOC(C1=CC=CC=C1)=O (benzoyl peroxide). Run in C(Cl)(Cl)(Cl)Cl (carbon tetrachloride). Product: COC(C1=C(C=C(C=C1I)F)CBr)=O (2-bromomethyl-4-fluoro-6-iodo-benzoic acid methyl ester). RXN SMILES: [CH3:1][O:2][C:3](=[O:13])[C:4]1[C:9]([CH3:10])=[CH:8][C:7]([F:11])=[CH:6][C:5]=1[I:12].[Br:14]NC(=O)CCC(N)=O.C(OOC(=O)C1C=CC=CC=1)(=O)C1C=CC=CC=1>C(Cl)(Cl)(Cl)Cl>[CH3:1][O:2][C:3](=[O:13])[C:4]1[C:5]([I:12])=[CH:6][C:7]([F:11])=[CH:8][C:9]=1[CH2:10][Br:14]. Procedure: A mixture of 4-fluoro-2-iodo-6-methyl-benzoic acid methyl ester (1.14 g, 3.74 mmol), N-bromosuccinamide (0.796 g, 4.5 mmol), and benzoyl peroxide (0.024 g, 0.146 mmol) in carbon tetrachloride (50 mL) was heated at reflux until majority of ester was consumed (as analyzed by GC/MS). The resulting mixture was filtered, the filtrate was concentrated to afford 2-bromomethyl-4-fluoro-6-iodo-benzoic acid methyl ester. The material was used without further purification Starting materials: O1C(=CC2=C1C=CC=C2)C2CC(NC2)=O (4-(2-benzofuryl)-pyrrolidin-2-one), [H-].[Na+] (sodium hydride), CI (methyl iodide). Yields the product CN1C(CC(C1)C=1OC2=C(C1)C=CC=C2)=O (1-Methyl-4-(2-benzofuryl)-pyrrolidin-2-one). The yield is 81.0%. Reaction SMILES: [O:1]1[C:5]2[CH:6]=[CH:7][CH:8]=[CH:9][C:4]=2[CH:3]=[C:2]1[CH:10]1[CH2:14][NH:13][C:12](=[O:15])[CH2:11]1.[H-].[Na+].[CH3:18]I>>[CH3:18][N:13]1[CH2:14][CH:10]([C:2]2[O:1][C:5]3[CH:6]=[CH:7][CH:8]=[CH:9][C:4]=3[CH:3]=2)[CH2:11][C:12]1=[O:15] |f:1.2|. Reported procedure: The compound is prepared from 4-(2-benzofuryl)-pyrrolidin-2-one, sodium hydride and methyl iodide, as described in Example 5. B.p.(0.3 mm Hg)=172° C. M.p. 73° C. Yield: 81%.